From a dataset of the Open Reaction Database (ORD), a public repository of structured organic reaction records. describe an organic reaction: reactants, conditions, products, and yield As a reaction SMILES: [BH3:33].[CH2:34]1[O:35][CH2:36][CH2:37][CH2:38]1.[F:1][C:2]([CH2:3][O:4][c:5]1[c:6]([S:17](=[O:18])(=[O:19])[NH:20][CH2:21][CH:22]2[CH2:23][CH2:24][CH:25]([C:28](=[O:29])[NH2:30])[CH2:26][CH2:27]2)[cH:7][c:8]([O:11][CH2:12][C:13]([F:14])([F:15])[F:16])[cH:9][cH:10]1)([F:31])[F:32]>>[F:1][C:2]([CH2:3][O:4][c:5]1[c:6]([S:17](=[O:18])(=[O:19])[NH:20][CH2:21][CH:22]2[CH2:23][CH2:24][CH:25]([CH2:28][NH2:30])[CH2:26][CH2:27]2)[cH:7][c:8]([O:11][CH2:12][C:13]([F:14])([F:15])[F:16])[cH:9][cH:10]1)([F:31])[F:32]. The reactants are B, C1CCOC1, NC(=O)C1CCC(CNS(=O)(=O)c2cc(OCC(F)(F)F)ccc2OCC(F)(F)F)CC1. Yields the product NCC1CCC(CNS(=O)(=O)c2cc(OCC(F)(F)F)ccc2OCC(F)(F)F)CC1. Starting materials: BrCC1=CC=CC2=C1SC=C2 (7-(bromomethyl)benzo[b]thiophene), BrC1=CC(=CC=2NC(=NC21)C)N2CCOCC2 (4-(4-bromo-2-methyl-1H-benzo[d]imidazol-6-yl)morpholine), BrCC1=CC=CC2=C1SC=C2 (7-(bromomethyl)benzo[b]thiophene), C([O-])([O-])=O.[K+].[K+] (potassium carbonate), O (water). The solvent is CN(C=O)C (N,N-Dimethylformamide). Reaction conditions: temperature 90 celsius, time 2 hour. The product is S1C2=C(C=C1)C=CC=C2CN2C(=NC1=C2C=C(C=C1Br)N1CCOCC1)C (4-(1-(benzo[b]thiophen-7-ylmethyl)-4-bromo-2-methyl-1H-benzo[d]imidazol-6-yl)morpholine). Isolated yield 57.8%. As a reaction SMILES: [Br:1][C:2]1[C:10]2[N:9]=[C:8]([CH3:11])[NH:7][C:6]=2[CH:5]=[C:4]([N:12]2[CH2:17][CH2:16][O:15][CH2:14][CH2:13]2)[CH:3]=1.Br[CH2:19][C:20]1[C:25]2[S:26][CH:27]=[CH:28][C:24]=2[CH:23]=[CH:22][CH:21]=1.C(=O)([O-])[O-].[K+].[K+].O>CN(C)C=O>[S:26]1[CH:27]=[CH:28][C:24]2[CH:23]=[CH:22][CH:21]=[C:20]([CH2:19][N:7]3[C:6]4[CH:5]=[C:4]([N:12]5[CH2:17][CH2:16][O:15][CH2:14][CH2:13]5)[CH:3]=[C:2]([Br:1])[C:10]=4[N:9]=[C:8]3[CH3:11])[C:25]1=2 |f:2.3.4|. Reported procedure: To the mixture of 4-(4-bromo-2-methyl-1H-benzo[d]imidazol-6-yl)morpholine (0.8 g, 2.70 mmol) in N,N-Dimethylformamide (DMF) (10 mL) was added 7-(bromomethyl)benzo[b]thiophene (0.920 g, 4.05 mmol)) and potassium carbonate (1.120 g, 8.10 mmol). The resulting reaction mixture was stirred at 90° C. for 2 h, then more 7-(bromomethyl)benzo[b]thiophene (0.920 g, 4.05 mmol) was added in and the reaction mixture was stirred at 100° C. for 4 h. It was cooled to room temperature and poured into water (100 ... Starting materials: CC1(OC[C@H](O1)CN1N=C(C=C1)NC(C(CC(C)C)N1N=CC(=CC1=O)I)=O)C (2-(4-iodo-6-oxo-6H-pyridazin-1-yl)-4-methyl-pentanoic acid [1-((R)-2,2-dimethyl-[1,3]dioxolan-4-ylmethyl)-1H-pyrazol-3-yl]-amide), CC1(OC[C@H](O1)CN1N=C(C=C1)NC(C(CC(C)C)N1N=CC(=CC1=O)I)=O)C (2-(4-iodo-6-oxo-6H-pyridazin-1-yl)-4-methyl-pentanoic acid [1-((R)-2,2-dimethyl-[1,3]dioxolan-4-ylmethyl)-1H-pyrazol-3-yl]-amide), ClC1=C(C=CC=C1C(F)(F)F)O (2-chloro-3-trifluoromethyl-phenol), C([O-])([O-])=O.[Cs+].[Cs+] (cesium carbonate). Solvent: CN(C=O)C (N,N-dimethylformamide). Reaction conditions: temperature 25 celsius. Product: CC1(OC[C@H](O1)CN1N=C(C=C1)NC(C(CC(C)C)N1N=CC(=CC1=O)OC1=C(C(=CC=C1)C(F)(F)F)Cl)=O)C (2-[4-(2-chloro-3-trifluoromethyl-phenoxy)-6-oxo-6H-pyridazin-1-yl]-4-methyl-pentanoic acid [1-((R)-2,2-dimethyl-[1,3]dioxolan-4-ylmethyl)-1H-pyrazol-3-yl]-amide). RXN SMILES: [CH3:1][C:2]1([CH3:29])[O:6][C@H:5]([CH2:7][N:8]2[CH:12]=[CH:11][C:10]([NH:13][C:14](=[O:28])[CH:15]([N:20]3[C:25](=[O:26])[CH:24]=[C:23](I)[CH:22]=[N:21]3)[CH2:16][CH:17]([CH3:19])[CH3:18])=[N:9]2)[CH2:4][O:3]1.[Cl:30][C:31]1[C:36]([C:37]([F:40])([F:39])[F:38])=[CH:35][CH:34]=[CH:33][C:32]=1[OH:41].C(=O)([O-])[O-].[Cs+].[Cs+]>CN(C)C=O>[CH3:1][C:2]1([CH3:29])[O:6][C@H:5]([CH2:7][N:8]2[CH:12]=[CH:11][C:10]([NH:13][C:14](=[O:28])[CH:15]([N:20]3[C:25](=[O:26])[CH:24]=[C:23]([O:41][C:32]4[CH:33]=[CH:34][CH:35]=[C:36]([C:37]([F:38])([F:39])[F:40])[C:31]=4[Cl:30])[CH:22]=[N:21]3)[CH2:16][CH:17]([CH3:19])[CH3:18])=[N:9]2)[CH2:4][O:3]1 |f:2.3.4|. Procedure: A solution of 2-(4-iodo-6-oxo-6H-pyridazin-1-yl)-4-methyl-pentanoic acid [1-((R)-2,2-dimethyl-[1,3]dioxolan-4-ylmethyl)-1H-pyrazol-3-yl]-amide (Intermediate 94, 51.5 mg, 0.10 mmol) in N,N-dimethylformamide (2 mL) at 25° C. was treated with 2-chloro-3-trifluoromethyl-phenol (23.6 mg, 0.12 mmol) and cesium carbonate (65.2 mg, 0.20 mmol). The reaction was stirred at 25° C. over 3 nights. At this time, the reaction was warmed to 80° C. overnight. At this time, the reaction was filtered, rinsed with ... The reactants are C([O-])(O)=O.[Na+] (sodium bicarbonate), P(=O)(Cl)(Cl)Cl (Phosphorus oxychloride), OC1=NC(=C(C=C1C(=O)OC)C(=O)OC)CCC (dimethyl 2-hydroxy-6-propylpyridine-3,5-dicarboxylate), resultant mixture. Solvent: C(C)#N (acetonitrile). The product is ClC1=NC(=C(C=C1C(=O)OC)C(=O)OC)CCC (Dimethyl 2-chloro-6-propylpyridine-3,5-dicarboxylate). Reaction SMILES: P(Cl)(Cl)([Cl:3])=O.O[C:7]1[C:12]([C:13]([O:15][CH3:16])=[O:14])=[CH:11][C:10]([C:17]([O:19][CH3:20])=[O:18])=[C:9]([CH2:21][CH2:22][CH3:23])[N:8]=1.C(=O)(O)[O-].[Na+]>C(#N)C>[Cl:3][C:7]1[C:12]([C:13]([O:15][CH3:16])=[O:14])=[CH:11][C:10]([C:17]([O:19][CH3:20])=[O:18])=[C:9]([CH2:21][CH2:22][CH3:23])[N:8]=1 |f:2.3|. Procedure: Phosphorus oxychloride (8.10 mL) was added to a mixture of dimethyl 2-hydroxy-6-propylpyridine-3,5-dicarboxylate (11 g) and acetonitrile (50 mL), and the resultant mixture was stirred overnight at 90° C. in a nitrogen atmosphere. The reaction mixture was allowed to cool to room temperature, and then, a saturated aqueous solution of sodium bicarbonate was added thereto, followed by extraction with ethyl acetate. The obtained organic layer was dried over anhydrous magnesium sulfate, and then, the ... The reactants are C[Al](C)C (trimethylaluminum), COC1=C(N)C(=CC(=C1)OC)OC (2,4,6-trimethoxyaniline), Cl (HCl), C(C)OC(C(C(CCCCCCCCCCC)=O)(C)C)=O (2,2-dimethyl-3-oxo-tetradecanoic acid ethyl ester). Solvent: C1=CC=CC=C1 (benzene), C1=CC=CC=C1 (benzene), C1=CC=CC=C1 (benzene). Reaction conditions: temperature 5 celsius, time 20 minute. Yields the product CC(C(=O)NC1=C(C=C(C=C1OC)OC)OC)(C(CCCCCCCCCCC)=O)C (2,2-dimethyl-3-oxo-N-(2,4,6-trimethoxyphenyl)-tetradecanamide). Yield: 26.0%. Reaction SMILES: C[Al](C)C.[CH3:5][O:6][C:7]1[CH:13]=[C:12]([O:14][CH3:15])[CH:11]=[C:10]([O:16][CH3:17])[C:8]=1[NH2:9].C([O:20][C:21](=O)[C:22]([CH3:37])([CH3:36])[C:23](=[O:35])[CH2:24][CH2:25][CH2:26][CH2:27][CH2:28][CH2:29][CH2:30][CH2:31][CH2:32][CH2:33][CH3:34])C.Cl>C1C=CC=CC=1>[CH3:37][C:22]([CH3:36])([C:23](=[O:35])[CH2:24][CH2:25][CH2:26][CH2:27][CH2:28][CH2:29][CH2:30][CH2:31][CH2:32][CH2:33][CH3:34])[C:21]([NH:9][C:8]1[C:10]([O:16][CH3:17])=[CH:11][C:12]([O:14][CH3:15])=[CH:13][C:7]=1[O:6][CH3:5])=[O:20]. Reported procedure: To a flask containing 10 mL benzene which had been flushed with nitrogen, trimethylaluminum (2.0M hexane solution, 0.003 mol, 1.14 eq) was added dropwise and cooled to 5° C. A solution of 2,4,6-trimethoxyaniline (0.653 g, 0.003 mol) in 1.5 mL benzene was added dropwise (exotherm to 10° C.) and stirred for 20 minutes at 5° C. The ice bath was removed and the contents were allowed to gradually warm to room temperature over a 45-minute period. A solution of 2,2-dimethyl-3-oxo-tetradecanoic acid eth... Reactants: [BH4-], CC(=O)OC(C)=O, CO, N#CCc1cccc(F)c1O, [Na+], Cl[Ni]Cl, O, O, O, O, O, O. Product: CC(=O)NCCc1cccc(F)c1O. Reaction SMILES: [BH4-:19].[CH3:12][C:13](=[O:14])[O:15][C:16](=[O:17])[CH3:18].[CH3:21][OH:22].[F:1][c:2]1[c:3]([OH:11])[c:4]([CH2:8][C:9]#[N:10])[cH:5][cH:6][cH:7]1.[Na+:20].[Ni:29]([Cl:30])[Cl:31].[OH2:23].[OH2:24].[OH2:25].[OH2:26].[OH2:27].[OH2:28]>>[F:1][c:2]1[c:3]([OH:11])[c:4]([CH2:8][CH2:9][NH:10][C:13]([CH3:12])=[O:14])[cH:5][cH:6][cH:7]1. The reactants are CCO, c1cc(OCC2CO2)ccc1OCCOCC1CC1, Cl, NCCNC(=O)N1CCOCC1, [Na+], [OH-]. Product: O=C(NCCNCC(O)COc1ccc(OCCOCC2CC2)cc1)N1CCOCC1. RXN SMILES: [CH3:35][CH2:36][OH:37].[CH:16]1([CH2:19][O:20][CH2:21][CH2:22][O:23][c:24]2[cH:25][cH:26][c:27]([O:28][CH2:29][CH:30]3[CH2:31][O:32]3)[cH:33][cH:34]2)[CH2:17][CH2:18]1.[ClH:1].[NH2:2][CH2:3][CH2:4][NH:5][C:6](=[O:7])[N:8]1[CH2:9][CH2:10][O:11][CH2:12][CH2:13]1.[Na+:15].[OH-:14]>>[NH:2]([CH2:3][CH2:4][NH:5][C:6](=[O:7])[N:8]1[CH2:9][CH2:10][O:11][CH2:12][CH2:13]1)[CH2:31][CH:30]([CH2:29][O:28][c:27]1[cH:26][cH:25][c:24]([O:23][CH2:22][CH2:21][O:20][CH2:19][CH:16]2[CH2:17][CH2:18]2)[cH:34][cH:33]1)[OH:32]. Reported procedure: Starting from N-[(1R*,2R*,4R*)-4-amino-2-fluorocyclohexyl]-4-[2-(cyclopropylmethoxy)-5-(difluoromethyl)phenyl]-6-methyl-5H-pyrrolo[3,2-d]pyrimidine-7-carboxamide (example D.f67) and commercially available methoxy-acetyl chloride the title compound is obtained as colorless solid. Reaction SMILES: [NH2:1][C@@H:2]1[CH2:7][CH2:6][C@@H:5]([NH:8][C:9]([C:11]2[C:15]3[N:16]=[CH:17][N:18]=[C:19]([C:20]4[CH:25]=[C:24]([CH:26]([F:28])[F:27])[CH:23]=[CH:22][C:21]=4[O:29][CH2:30][CH:31]4[CH2:33][CH2:32]4)[C:14]=3[NH:13][C:12]=2[CH3:34])=[O:10])[C@H:4]([F:35])[CH2:3]1.[CH3:36][O:37][CH2:38][C:39](Cl)=[O:40]>>[CH:31]1([CH2:30][O:29][C:21]2[CH:22]=[CH:23][C:24]([CH:26]([F:28])[F:27])=[CH:25][C:20]=2[C:19]2[C:14]3[NH:13][C:12]([CH3:34])=[C:11]([C:9]([NH:8][C@@H:5]4[CH2:6][CH2:7][C@@H:2]([NH:1][C:39](=[O:40])[CH2:38][O:37][CH3:36])[CH2:3][C@H:4]4[F:35])=[O:10])[C:15]=3[N:16]=[CH:17][N:18]=2)[CH2:32][CH2:33]1. Reactants: N[C@H]1C[C@H]([C@@H](CC1)NC(=O)C1=C(NC2=C1N=CN=C2C2=C(C=CC(=C2)C(F)F)OCC2CC2)C)F (N-[(1R*,2R*,4R*)-4-amino-2-fluorocyclohexyl]-4-[2-(cyclopropylmethoxy)-5-(difluoromethyl)phenyl]-6-methyl-5H-pyrrolo[3,2-d]pyrimidine-7-carboxamide), COCC(=O)Cl (methoxy-acetyl chloride). Product: C1(CC1)COC1=C(C=C(C=C1)C(F)F)C=1C2=C(N=CN1)C(=C(N2)C)C(=O)N[C@H]2[C@@H](C[C@@H](CC2)NC(COC)=O)F (4-[2-(Cyclopropylmethoxy)-5-(difluoromethyl)phenyl]-N-{(1R*,2R*,4R*)-2-fluoro-4-[(methoxyacetyl)amino]cyclohexyl}-6-methyl-5H-pyrrolo[3,2-d]pyrimidine-7-carboxamide).